This data is from the Open Reaction Database (ORD), a public repository of structured organic reaction records. The task is: describe an organic reaction: reactants, conditions, products, and yield Reactants: CC(C)=CCn1ccc([N+](=O)[O-])n1, C1COCCO1, O, O, O=S(=O)(O)O. The product is CC(C)(O)CCn1ccc([N+](=O)[O-])n1. Reaction SMILES: [CH3:1][C:2](=[CH:3][CH2:4][n:5]1[n:6][c:7]([N+:10](=[O:11])[O-:12])[cH:8][cH:9]1)[CH3:13].[O:20]1[CH2:21][CH2:22][O:23][CH2:24][CH2:25]1.[OH2:14].[OH2:26].[S:15]([OH:16])(=[O:17])(=[O:18])[OH:19]>>[CH3:1][C:2]([CH2:3][CH2:4][n:5]1[n:6][c:7]([N+:10](=[O:11])[O-:12])[cH:8][cH:9]1)([CH3:13])[OH:16]. The reactants are ClCC(=O)OCC (ethyl chloracetate), suspension, [H-].[Na+] (sodium hydride), C1=NC(=CC=2C3=CC=CC=C3NC12)C(=O)O (β-carbolin-3-carboxylic acid). Run in CN(C=O)C (dimethyl formamide). Conditions: time 5 minute. Product: C1=NC(=CC=2C3=CC=CC=C3NC12)C(=O)OCC(=O)OCC (carbethoxymethyl β-carbolin-3-carboxylate). Reaction SMILES: [H-].[Na+].[CH:3]1[C:15]2[NH:14][C:13]3[C:8](=[CH:9][CH:10]=[CH:11][CH:12]=3)[C:7]=2[CH:6]=[C:5]([C:16]([OH:18])=[O:17])[N:4]=1.Cl[CH2:20][C:21]([O:23][CH2:24][CH3:25])=[O:22]>CN(C)C=O>[CH:3]1[C:15]2[NH:14][C:13]3[C:8](=[CH:9][CH:10]=[CH:11][CH:12]=3)[C:7]=2[CH:6]=[C:5]([C:16]([O:18][CH2:20][C:21]([O:23][CH2:24][CH3:25])=[O:22])=[O:17])[N:4]=1 |f:0.1|. Procedure: 0.4 g of a 55% suspension of sodium hydride in mineral oil are added to a suspension of 2.1 g of β-carbolin-3-carboxylic acid in 25 ml of dimethyl formamide, and after a period of 5 minutes, 1.2 ml of ethyl chloracetate are added. The mixture is refluxed for 4 hours and subsequently dimethyl formamide is evaporated in vacuo. After addition of 100 ml of water to the remainder, the mixture is extracted with chloroform to form 1 g of carbethoxymethyl β-carbolin-3-carboxylate having a melting point ... Starting materials: CC1=C(N=C(O1)CCCCC)C1=CC=CC=C1 (5-Methyl-2-pentyl-4-phenyloxazole), BrN1C(CCC1=O)=O (N-bromosuccinimide), N(=NC(C#N)(C)C)C(C#N)(C)C (azobisisobutyronitrile). The solvent is C(Cl)(Cl)(Cl)Cl (carbon tetrachloride). Product: BrCC1=C(N=C(O1)CCCCC)C1=CC=CC=C1 (5-bromomethyl-2-pentyl-4-phenyloxazole). RXN SMILES: [CH3:1][C:2]1[O:6][C:5]([CH2:7][CH2:8][CH2:9][CH2:10][CH3:11])=[N:4][C:3]=1[C:12]1[CH:17]=[CH:16][CH:15]=[CH:14][CH:13]=1.[Br:18]N1C(=O)CCC1=O.N(C(C)(C)C#N)=NC(C)(C)C#N>C(Cl)(Cl)(Cl)Cl>[Br:18][CH2:1][C:2]1[O:6][C:5]([CH2:7][CH2:8][CH2:9][CH2:10][CH3:11])=[N:4][C:3]=1[C:12]1[CH:13]=[CH:14][CH:15]=[CH:16][CH:17]=1. Procedure: 5-Methyl-2-pentyl-4-phenyloxazole (4.25 g) was brominated with N-bromosuccinimide (3.4 g) in carbon tetrachloride in the presence of azobisisobutyronitrile (0.2 g). The procedure gave an oil of 5-bromomethyl-2-pentyl-4-phenyloxazole, yield 5.70 g (99.7%). The yield is 67.0%. Procedure details: Following the procedure as described in Example 2, making variations as necessary to replace benzylazide with 1-(azidomethyl)-4-(trifluoromethyl)benzene to react with ethyl 2-ethynyl-4-methylthiazole-5-carboxylate, the title compound was obtained as a white solid in 67% yield: 1H NMR (300 MHz, CDCl3) δ 8.03 (s, 1H), 7.66-7.55 (m, 2H), 7.45-7.39 (m, 2H), 4.29 (q, J=7.1 Hz, 2H), 5.62 (s, 2H), 2.66 (s, 3H), 1.32 (t, J=7.1 Hz, 3H); MS (ES+) m/z 397.3 (M+1). The reactants are C(C1=CC=CC=C1)N=[N+]=[N-] (benzylazide), N(=[N+]=[N-])CC1=CC=C(C=C1)C(F)(F)F (1-(azidomethyl)-4-(trifluoromethyl)benzene), C(#C)C=1SC(=C(N1)C)C(=O)OCC (ethyl 2-ethynyl-4-methylthiazole-5-carboxylate). RXN SMILES: C(N=[N+]=[N-])C1C=CC=CC=1.[N:11]([CH2:14][C:15]1[CH:20]=[CH:19][C:18]([C:21]([F:24])([F:23])[F:22])=[CH:17][CH:16]=1)=[N+:12]=[N-:13].[C:25]([C:27]1[S:28][C:29]([C:33]([O:35][CH2:36][CH3:37])=[O:34])=[C:30]([CH3:32])[N:31]=1)#[CH:26]>>[CH3:32][C:30]1[N:31]=[C:27]([C:25]2[N:13]=[N:12][N:11]([CH2:14][C:15]3[CH:16]=[CH:17][C:18]([C:21]([F:23])([F:22])[F:24])=[CH:19][CH:20]=3)[CH:26]=2)[S:28][C:29]=1[C:33]([O:35][CH2:36][CH3:37])=[O:34]. Yields the product CC=1N=C(SC1C(=O)OCC)C=1N=NN(C1)CC1=CC=C(C=C1)C(F)(F)F (ethyl 4-methyl-2-(1-(4-(trifluoromethyl)benzyl)-1H-1,2,3-triazol-4-yl)thiazole-5-carboxylate).